This data is from the Open Reaction Database (ORD), a public repository of structured organic reaction records. The task is: describe an organic reaction: reactants, conditions, products, and yield The reactants are step-ii, FC=1C=C(CN2N=C(C(=C2C)B2OC(C(O2)(C)C)(C)C)C)C=CC1 (1-(3-fluoro benzyl)-3,5-dimethyl-4-(4,4,5,5-tetramethyl-1,3,2-dioxaborolan-2-yl)-1H-pyrazole), FC=1C=C(CN2N=C(C(=C2C)B2OC(C(O2)(C)C)(C)C)C)C=CC1 (1-(3-fluoro benzyl)-3,5-dimethyl-4-(4,4,5,5-tetramethyl-1,3,2-dioxaborolan-2-yl)-1H-pyrazole), C(C)(C)(C)OC(=O)N1CCN(CC1)C1=CC=C(C=C1)C=1C=C2C(=NC1)N(C(=C2I)C2CC2)C(=O)OC(C)(C)C (tert-butyl 5-(4-(4-(tert-butoxycarbonyl)piperazin-1-yl)phenyl)-2-cyclopropyl-3-iodo-1H-pyrrolo[2,3-b]pyridine-1-carboxylate), C(C)(C)(C)OC(=O)N1CCN(CC1)C1=CC=C(C=C1)C=1C=C2C(=NC1)N(C(=C2I)C2CC2)C(=O)OC(C)(C)C (tert-butyl 5-(4-(4-(tert-butoxycarbonyl)piperazin-1-yl)phenyl)-2-cyclopropyl-3-iodo-1H-pyrrolo[2,3-b]pyridine-1-carboxylate), C([O-])([O-])=O.[Na+].[Na+] (sodium carbonate). Reagents/catalysts: C=1C=CC(=CC1)[P](C=2C=CC=CC2)(C=3C=CC=CC3)[Pd]([P](C=4C=CC=CC4)(C=5C=CC=CC5)C=6C=CC=CC6)([P](C=7C=CC=CC7)(C=8C=CC=CC8)C=9C=CC=CC9)[P](C=1C=CC=CC1)(C=1C=CC=CC1)C=1C=CC=CC1 (Pd(PPh3)4). The solvent is COCCOC.O (DME water). Yields the product C(C)(C)(C)OC(=O)N1CCN(CC1)C1=CC=C(C=C1)C=1C=C2C(=NC1)N(C(=C2C=2C(=NN(C2C)CC2=CC(=CC=C2)F)C)C2CC2)C(=O)OC(C)(C)C (tert-butyl 5-(4-(4-(tert-butoxycarbonyl)piperazin-1-yl)phenyl)-2-cyclopropyl-3-(1-(3-fluorobenzyl)-3,5-dimethyl-1H-pyrazol-4-yl)-1H-pyrrolo[2,3-b]pyridine-1-carboxylate). Isolated yield 178.7%. As a reaction SMILES: [C:1]([O:5][C:6]([N:8]1[CH2:13][CH2:12][N:11]([C:14]2[CH:19]=[CH:18][C:17]([C:20]3[CH:21]=[C:22]4[C:28](I)=[C:27]([CH:30]5[CH2:32][CH2:31]5)[N:26]([C:33]([O:35][C:36]([CH3:39])([CH3:38])[CH3:37])=[O:34])[C:23]4=[N:24][CH:25]=3)=[CH:16][CH:15]=2)[CH2:10][CH2:9]1)=[O:7])([CH3:4])([CH3:3])[CH3:2].[F:40][C:41]1[CH:42]=[C:43]([CH:61]=[CH:62][CH:63]=1)[CH2:44][N:45]1[C:49]([CH3:50])=[C:48](B2OC(C)(C)C(C)(C)O2)[C:47]([CH3:60])=[N:46]1.C(=O)([O-])[O-].[Na+].[Na+]>C1C=CC([P]([Pd]([P](C2C=CC=CC=2)(C2C=CC=CC=2)C2C=CC=CC=2)([P](C2C=CC=CC=2)(C2C=CC=CC=2)C2C=CC=CC=2)[P](C2C=CC=CC=2)(C2C=CC=CC=2)C2C=CC=CC=2)(C2C=CC=CC=2)C2C=CC=CC=2)=CC=1.COCCOC.O>[C:1]([O:5][C:6]([N:8]1[CH2:13][CH2:12][N:11]([C:14]2[CH:19]=[CH:18][C:17]([C:20]3[CH:21]=[C:22]4[C:28]([C:48]5[C:47]([CH3:60])=[N:46][N:45]([CH2:44][C:43]6[CH:61]=[CH:62][CH:63]=[C:41]([F:40])[CH:42]=6)[C:49]=5[CH3:50])=[C:27]([CH:30]5[CH2:32][CH2:31]5)[N:26]([C:33]([O:35][C:36]([CH3:39])([CH3:38])[CH3:37])=[O:34])[C:23]4=[N:24][CH:25]=3)=[CH:16][CH:15]=2)[CH2:10][CH2:9]1)=[O:7])([CH3:4])([CH3:3])[CH3:2] |f:2.3.4,6.7,^1:73,75,94,113|. Procedure details: Using similar reaction conditions as described in step-ii of example-1, tert-butyl 5-(4-(4-(tert-butoxycarbonyl)piperazin-1-yl)phenyl)-2-cyclopropyl-3-iodo-1H-pyrrolo[2,3-b]pyridine-1-carboxylate (Intermediate 35) (50 mg, 0.07763 mmol) was coupled with 1-(3-fluorobenzyl)-3,5-dimethyl-4-(4,4,5,5-tetramethyl-1,3,2-dioxaborolan-2-yl)-1H-pyrazole (intermediate 16) (30 mg, 0.08540 mmol) in sodium carbonate (25 mg, 0.2329 mmol), Pd(PPh3)4 (5 mg, 0.00388 mmol) and DME/water (5/1 ml) to afford 100 mg of... The reactants are COC1=CC=C(C(=O)O)C=C1 (4-methoxybenzoic acid), C(C=C)(=O)OCCCC (Butyl acrylate). The reagents and catalysts are C(C)(=O)[O-].[Pd+2].C(C)(=O)[O-] (palladium (II) acetate), O.C(C)(=O)[O-].[Cu+2].C(C)(=O)[O-] (copper (II) acetate monohydrate). Run in CN(C)C=O (DMF). Reaction conditions: time 5 minute. Product: COC=1C=CC2=C(C(OC2=O)CC(=O)OCCCC)C1 (Butyl (6-methoxy-3-oxo-1,3-dihydro-2-benzofuran-1-yl)acetate). As a reaction SMILES: [CH3:1][O:2][C:3]1[CH:11]=[CH:10][C:6]([C:7]([OH:9])=[O:8])=[CH:5][CH:4]=1.[C:12]([O:16][CH2:17][CH2:18][CH2:19][CH3:20])(=[O:15])[CH:13]=[CH2:14]>CN(C=O)C.C([O-])(=O)C.[Pd+2].C([O-])(=O)C.O.C([O-])(=O)C.[Cu+2].C([O-])(=O)C>[CH3:1][O:2][C:3]1[CH:11]=[CH:10][C:6]2[C:7](=[O:9])[O:8][CH:14]([CH2:13][C:12]([O:16][CH2:17][CH2:18][CH2:19][CH3:20])=[O:15])[C:5]=2[CH:4]=1 |f:3.4.5,6.7.8.9|. Procedure details: A mixture of 4-methoxybenzoic acid (1.52 g, 10.0 mmol), palladium (II) acetate (0.56 g, 2.5 mmol), copper (II) acetate monohydrate (0.499 g, 2.5 mmol) and 4 Å molecular sieves (1.75 g) in DMF (40 ml) was stirred at room temperature for 5 minutes. Butyl acrylate was add (2.57 g, 20.0 mmol), and the resulting mixture was heated at 120° C. for 25 hours and then at 140° C. for 9 hours. Upon cooling the mixture was filtered and partitioned between dilute HCl aqueous solution and EtOAc. The organic la... Reactants: O1C23[C@@H]1C[C@H]1[C@@H]4CC[C@H]([C@@H](CCCC(C)C)C)[C@]4(CC[C@@H]1[C@]3(CC[C@@H](C2)O)C)C (5,6α-epoxicholestan-3β-ol), NCCCN (1,3-diaminopropane), C(CCC)O (1-Butanol). Solvent: COC(C)(C)C (methyl-tertbutyl-ether). The product is O[C@]12[C@@H](C[C@H]3[C@@H]4CC[C@H]([C@@H](CCCC(C)C)C)[C@]4(CC[C@@H]3[C@]2(CC[C@@H](C1)O)C)C)NCCCN (5α-Hydroxy-6β-(3-aminopropylamino)-cholestan-3β-ol). The yield is 59.8%. RXN SMILES: [O:1]1[C@H:3]2[CH2:4][C@@H:5]3[C@@H:21]([C@@:22]4([CH3:28])[CH2:23][CH2:24][C@H:25]([OH:27])[CH2:26][C:2]124)[CH2:20][CH2:19][C@@:18]1([CH3:29])[C@H:6]3[CH2:7][CH2:8][C@@H:9]1[C@H:10]([CH3:17])[CH2:11][CH2:12][CH2:13][CH:14]([CH3:16])[CH3:15].[NH2:30][CH2:31][CH2:32][CH2:33][NH2:34].C(O)CCC>COC(C)(C)C>[OH:1][C@:2]12[CH2:26][C@@H:25]([OH:27])[CH2:24][CH2:23][C@:22]1([CH3:28])[C@@H:21]1[C@H:5]([C@H:6]3[C@:18]([CH3:29])([CH2:19][CH2:20]1)[C@@H:9]([C@H:10]([CH3:17])[CH2:11][CH2:12][CH2:13][CH:14]([CH3:15])[CH3:16])[CH2:8][CH2:7]3)[CH2:4][C@H:3]2[NH:30][CH2:31][CH2:32][CH2:33][NH2:34]. Procedure details: 5,6α-epoxicholestan-3β-ol (8.9 g, 22.1 mmol, 1 eq) and 1,3-diaminopropane (3.3 g, 44.1 mmol, 2 eq) were charged in a round-bottomed flask equipped with a magnetic stirrer bar. 1-Butanol (70 ml, 5 vol) was added and the mixture heated to reflux for 40 h. The reaction mixture was cooled at r.t., diluted with methyl-tertbutyl-ether (5 vol) and washed with water (5 vol) and with brine (5 vol). The organic layer was passed through a silica pad (40 g) eluted with methyl-tertbutyl-ether (3 vol) then 10... The product is COc1cc(O)ccc1Br. Starting materials: COc1cc(N)ccc1Br, O=N[O-], [Na+], O, O=S(=O)(O)O. RXN SMILES: [CH3:1][O:2][c:3]1[cH:4][c:5]([NH2:6])[cH:7][cH:8][c:9]1[Br:10].[N:11](=[O:12])[O-:13].[Na+:14].[OH2:15].[S:16](=[O:17])(=[O:18])([OH:19])[OH:20]>>[CH3:1][O:2][c:3]1[cH:4][c:5]([OH:12])[cH:7][cH:8][c:9]1[Br:10]. Starting materials: CC1=C(N)C(=CC=C1)C (2,6-dimethylaniline), C(#N)C(C(=O)NC(=O)OCC)=COCC (α-cyano-β-ethoxy-N-ethoxycarbonylacrylamide), CCCCCC (hexane). Solvent: C(C)O (ethanol). Product: C(#N)C(C(=O)NC(=O)OCC)=CNC1=C(C=CC=C1C)C (α-cyano-β-(2,6-dimethylanilino)-N-ethoxycarbonylacrylamide). RXN SMILES: [C:1]([C:3](=[CH:12]OCC)[C:4]([NH:6][C:7]([O:9][CH2:10][CH3:11])=[O:8])=[O:5])#[N:2].[CH3:16][C:17]1[CH:23]=[CH:22][CH:21]=[C:20]([CH3:24])[C:18]=1[NH2:19].CCCCCC>C(O)C>[C:1]([C:3](=[CH:12][NH:19][C:18]1[C:20]([CH3:24])=[CH:21][CH:22]=[CH:23][C:17]=1[CH3:16])[C:4]([NH:6][C:7]([O:9][CH2:10][CH3:11])=[O:8])=[O:5])#[N:2]. Procedure details: To α-cyano-β-ethoxy-N-ethoxycarbonylacrylamide (1.2 g), dissolved in about 5 ml of boiling ethanol, is added 0.6 g of 2,6-dimethylaniline. The reaction is refluxed for several hours and then hexane is added. On cooling, the reaction is filtered, and washed with ethanol and ether to give α-cyano-β-(2,6-dimethylanilino)-N-ethoxycarbonylacrylamide, m.p. 138°-140°. Starting materials: C(C)OCCNS(=O)(=O)C=1C=C(C(=O)O)C=CC1Cl (3-(2-ethoxyethylsulfamoyl)-4-chlorobenzoic acid), CN1CCNCC1 (N-methylpiperazine), [OH-].[Na+] (NaOH). Solvent: O (water). Yields the product Cl.Cl.C(C)OCCNS(=O)(=O)C=1C=C(C(=O)O)C=CC1N1CCN(CC1)C (3-(2-Ethoxyethylsulfamoyl)-4-(4methylpiperazine-1-yl)-benzoic acid-dihydrochloride). Reaction SMILES: [CH2:1]([O:3][CH2:4][CH2:5][NH:6][S:7]([C:10]1[CH:11]=[C:12]([CH:16]=[CH:17][C:18]=1[Cl:19])[C:13]([OH:15])=[O:14])(=[O:9])=[O:8])[CH3:2].[CH3:20][N:21]1[CH2:26][CH2:25][NH:24][CH2:23][CH2:22]1.[OH-].[Na+]>O>[ClH:19].[ClH:19].[CH2:1]([O:3][CH2:4][CH2:5][NH:6][S:7]([C:10]1[CH:11]=[C:12]([CH:16]=[CH:17][C:18]=1[N:24]1[CH2:25][CH2:26][N:21]([CH3:20])[CH2:22][CH2:23]1)[C:13]([OH:15])=[O:14])(=[O:9])=[O:8])[CH3:2] |f:2.3,5.6.7|. Procedure details: 31 Grams of 3-(2-ethoxyethylsulfamoyl)-4-chlorobenzoic acid and 30 g of N-methylpiperazine were heated for 4 hours at 140° C. Subsequently the excess base was eliminated in vacuo. The residue was dissolved in 0.2 l of water, and the solution was adjusted to a pH value of 9.5 by means of 2N NaOH. After evaporating the solution in vacuo, the residue was extracted with boiling ethanol, and the solution, which had been concentrated to 100 ml, was mixed with 100 ml of ethanolic HCl of 10% strength. A... The reactants are C(C1=CC=CC=C1)[C@H]1N(CC[C@@H](C1)N(C(C(F)(F)F)=O)CC1=CC=NC2=CC=CC=C12)C(C1=CC=C(C=C1)OC)=O ((2R*,4S*)-2-benzyl-1-(4-methoxybenzoyl)-N-(4-quinolylmethyl)-N-trifluoroacetyl-4-piperidinamine), [BH4-].[Na+] (sodium borohydride). The product is C(C1=CC=CC=C1)[C@H]1N(CC[C@@H](C1)NCC1=CC=NC2=CC=CC=C12)C(C1=CC=C(C=C1)OC)=O ((2R*,4S*)-2-benzyl-1-(4-methoxybenzoyl)-N-(4-quinolylmethyl)-4-piperidinamine). Reaction SMILES: [CH2:1]([C@@H:8]1[CH2:13][C@@H:12]([N:14]([CH2:21][C:22]2[C:31]3[C:26](=[CH:27][CH:28]=[CH:29][CH:30]=3)[N:25]=[CH:24][CH:23]=2)C(=O)C(F)(F)F)[CH2:11][CH2:10][N:9]1[C:32](=[O:41])[C:33]1[CH:38]=[CH:37][C:36]([O:39][CH3:40])=[CH:35][CH:34]=1)[C:2]1[CH:7]=[CH:6][CH:5]=[CH:4][CH:3]=1.[BH4-].[Na+]>>[CH2:1]([C@@H:8]1[CH2:13][C@@H:12]([NH:14][CH2:21][C:22]2[C:31]3[C:26](=[CH:27][CH:28]=[CH:29][CH:30]=3)[N:25]=[CH:24][CH:23]=2)[CH2:11][CH2:10][N:9]1[C:32](=[O:41])[C:33]1[CH:38]=[CH:37][C:36]([O:39][CH3:40])=[CH:35][CH:34]=1)[C:2]1[CH:7]=[CH:6][CH:5]=[CH:4][CH:3]=1 |f:1.2|. Reported procedure: 0.175 g (0.321 mmol) of (2R*,4S*)-2-benzyl-1-(4-methoxybenzoyl)-N-(4-quinolylmethyl)-N-trifluoroacetyl-4-piperidinamine is reacted with 0.047 g (1.25 mmol) of sodium borohydride in analogy to Example 2. The title compound ##STR100## is obtained (0.100 g, 69%) as white foam. TLC:methylene chloride/methanol/conc. ammonia (1000:50:1) Rf =0.21, FD-MS:M+ =465; IR:1620 cm-1. Starting materials: ClC=1C(=C(NC2=NC=NC3=CC(=C(C=C23)O[C@@H]2CN(CC2)C(=O)OC(C)(C)C)OC)C=CC1)F (4-(3-chloro-2-fluoroanilino)-6-[(3S)-1-(tert-butoxycarbonyl)pyrrolidin-3-yloxy]-7-methoxyquinazoline), Cl (hydrogen chloride). Product: Cl.ClC=1C(=C(NC2=NC=NC3=CC(=C(C=C23)O[C@@H]2CNCC2)OC)C=CC1)F (4-(3-chloro-2-fluoroanilino)-6-[(3S)-pyrrolidin-3-yloxy]-7-methoxyquinazoline hydrochloride). The yield is 93.0%. As a reaction SMILES: [Cl:1][C:2]1[C:3]([F:34])=[C:4]([CH:31]=[CH:32][CH:33]=1)[NH:5][C:6]1[C:15]2[C:10](=[CH:11][C:12]([O:29][CH3:30])=[C:13]([O:16][C@H:17]3[CH2:21][CH2:20][N:19](C(OC(C)(C)C)=O)[CH2:18]3)[CH:14]=2)[N:9]=[CH:8][N:7]=1.Cl>>[ClH:1].[Cl:1][C:2]1[C:3]([F:34])=[C:4]([CH:31]=[CH:32][CH:33]=1)[NH:5][C:6]1[C:15]2[C:10](=[CH:11][C:12]([O:29][CH3:30])=[C:13]([O:16][C@H:17]3[CH2:21][CH2:20][NH:19][CH2:18]3)[CH:14]=2)[N:9]=[CH:8][N:7]=1 |f:2.3|. Procedure: 4-(3-chloro-2-fluoroanilino)-6-[(3S)-1-(tert-butoxycarbonyl)pyrrolidin-3-yloxy]-7-methoxyquinazoline was reacted with hydrogen chloride (4.0M in 1,4-dioxane) to give 4-(3-chloro-2-fluoroanilino)-6-[(3S)-pyrrolidin-3-yloxy]-7-methoxyquinazoline hydrochloride (1.94 g, 93%); 1H NMR Spectrum: (DMSO d) 2.18-2.28 (m, 1H); 135-145 (m, 1H); 3.27-3.46 (m, 3H); 3.73-3.82 (m, 1H); 3.99 (s, 3H); 5.41-5.47 (m, 1H); 7.31-7.37 (m, 1H); 7.44 (s, 1H); 7.47-7.54 (m, 1H); 7.58-7.64 (m, 1H); 8.66 (s, 1H); 8.80 (s, ... Reported procedure: To a mixture of 1.2 g of the title compound of Step C in 150 mL of chloroform was added a solution of 0.76 g of bromine in 30 mL of chloroform dropwise. The mixture was stirred overnight at room temperature. To this reaction mixture was then added 10% aqueous sodium thiosulfate. The organic layer was separated, dried over MgSO4, filtered, and concentrated under reduced pressure to dryness. The resulting solid was crystallized from 1-chlorobutane to gave 0.65 g of the title compound of Step D as ... Conditions: time 8 hour. As a reaction SMILES: [CH3:1][C:2]1[CH:11]=[C:10]([C:12]([OH:14])=[O:13])[C:9]([CH3:15])=[C:8]2[C:3]=1[CH2:4][CH2:5][CH2:6][C:7]12[S:19][CH2:18][CH2:17][S:16]1.BrBr.S([O-])([O-])(=O)=S.[Na+].[Na+]>C(Cl)(Cl)Cl>[CH3:1][C:2]1[CH:11]=[C:10]([C:12]([OH:14])=[O:13])[C:9]([CH3:15])=[C:8]2[C:3]=1[CH:4]=[CH:5][C:6]1[S:19][CH2:18][CH2:17][S:16][C:7]=12 |f:2.3.4|. The product is CC1=C2C=CC3=C(SCCS3)C2=C(C(=C1)C(=O)O)C (2,3-dihydro-7,10-dimethylnaphtho[1,2-b]-1,4-dithiin-9-carboxylic acid). Yield: 54.9%. The solvent is C(Cl)(Cl)Cl (chloroform), C(Cl)(Cl)Cl (chloroform). Starting materials: BrBr (bromine), CC1=C2CCCC3(C2=C(C(=C1)C(=O)O)C)SCCS3 (3',4'-dihydro-5',8'-dimethylspiro[1,3-dithiolane-2,1'(2'H)-naphthalene]-7'-carboxylic acid), S(=S)(=O)([O-])[O-].[Na+].[Na+] (sodium thiosulfate).